Dataset: the Open Reaction Database (ORD), a public repository of structured organic reaction records. Task: describe an organic reaction: reactants, conditions, products, and yield Starting materials: C(CCC)N1C(NC2(C1=O)CC(N(C(C2)(C)C)CC2CO2)(C)C)=O (3-butyl-8-(2,3-epoxypropyl)-7,7,9,9-tetramethyl-1,3,8-triazaspiro[4.5]decane-2,4-dione), OC1=CC=C(C=C1)CC1=CC=C(C=C1)O (bis(p-hydroxyphenyl)methane), [H-].[Na+] (sodium hydride). Solvent: C(CC(C)C)O (isopentyl alcohol). The product is C(CCC)N1C(NC2(C1=O)CC(N(C(C2)(C)C)CC(COC2=CC=C(C=C2)CC2=CC=C(C=C2)OCC(CN2C(CC1(C(N(C(N1)=O)CCCC)=O)CC2(C)C)(C)C)O)O)(C)C)=O (bis{4-[3-(3-butyl-7,7,9,9-tetramethyl-2,4-dioxo-1,3,8-triazaspiro[4.5]dec-8-yl)-2-hydroxypropoxy]phenyl}methane). Reaction SMILES: [CH2:1]([N:5]1[C:9](=[O:10])[C:8]2([CH2:15][C:14]([CH3:17])([CH3:16])[N:13]([CH2:18][CH:19]3[O:21][CH2:20]3)[C:12]([CH3:23])([CH3:22])[CH2:11]2)[NH:7][C:6]1=[O:24])[CH2:2][CH2:3][CH3:4].[OH:25][C:26]1[CH:31]=[CH:30][C:29]([CH2:32][C:33]2[CH:38]=[CH:37][C:36]([OH:39])=[CH:35][CH:34]=2)=[CH:28][CH:27]=1.[H-].[Na+]>C(O)CC(C)C>[CH2:1]([N:5]1[C:9](=[O:10])[C:8]2([CH2:11][C:12]([CH3:22])([CH3:23])[N:13]([CH2:18][CH:19]([OH:21])[CH2:20][O:25][C:26]3[CH:27]=[CH:28][C:29]([CH2:32][C:33]4[CH:38]=[CH:37][C:36]([O:39][CH2:20][CH:19]([OH:21])[CH2:18][N:13]5[C:14]([CH3:17])([CH3:16])[CH2:15][C:8]6([NH:7][C:6](=[O:24])[N:5]([CH2:1][CH2:2][CH2:3][CH3:4])[C:9]6=[O:10])[CH2:11][C:12]5([CH3:22])[CH3:23])=[CH:35][CH:34]=4)=[CH:30][CH:31]=3)[C:14]([CH3:17])([CH3:16])[CH2:15]2)[NH:7][C:6]1=[O:24])[CH2:2][CH2:3][CH3:4] |f:2.3|. Procedure: A mixture of 4.0 g of 3-butyl-8-(2,3-epoxypropyl)-7,7,9,9-tetramethyl-1,3,8-triazaspiro[4.5]decane-2,4-dione and 1.0 g of bis(p-hydroxyphenyl)methane in 5 ml of isopentyl alcohol with a catalytic amount of sodium hydride was refluxed for 10 hours. After completion of the reaction, the residue obtained by evaporating the solvent under reduced pressure from the reaction mixture was purified by column chromatography through silica gel eluted with a 1:1 by volume mixture of benzene and ethyl acetate... The reactants are C(C)(C)(C)NC1=CC(=CC(=N1)C1=NC=CC=C1)C=1C=NC=C(C1)C1=CC(=CC=C1)OC (Tert-Butyl-[5″-(3-methoxy-phenyl)-[2,2′;4′,3″]terpyridin-6′-yl]-amine). The solvent is C(=O)(C(F)(F)F)O (TFA), C(Cl)Cl (DCM), CO (MeOH). Reaction conditions: temperature 70 celsius. Product: COC=1C=C(C=CC1)C=1C=C(C=NC1)C1=CC(=NC(=C1)N)C1=NC=CC=C1 (5″-(3-Methoxy-phenyl)-[2,2′;4′,3″]terpyridin-6′-ylamine). Reaction SMILES: C([NH:5][C:6]1[N:11]=[C:10]([C:12]2[CH:17]=[CH:16][CH:15]=[CH:14][N:13]=2)[CH:9]=[C:8]([C:18]2[CH:19]=[N:20][CH:21]=[C:22]([C:24]3[CH:29]=[CH:28][CH:27]=[C:26]([O:30][CH3:31])[CH:25]=3)[CH:23]=2)[CH:7]=1)(C)(C)C>C(O)(C(F)(F)F)=O.C(Cl)Cl.CO>[CH3:31][O:30][C:26]1[CH:25]=[C:24]([C:22]2[CH:23]=[C:18]([C:8]3[CH:7]=[C:6]([NH2:5])[N:11]=[C:10]([C:12]4[CH:17]=[CH:16][CH:15]=[CH:14][N:13]=4)[CH:9]=3)[CH:19]=[N:20][CH:21]=2)[CH:29]=[CH:28][CH:27]=1. Reported procedure: Tert-Butyl-[5″-(3-methoxy-phenyl)-[2,2′;4′,3″]terpyridin-6′-yl]-amine (1 eq, 0.073 mmol, 0.030 g) is dissolved in TFA (6 ml)/DCM (1 ml) and the reaction mixture is heated at 70° C. for 5 hours. The reaction mixture is cooled down and reduced in vacuo. The resulting residue is dissolved in MeOH and loaded onto a SCX-2 cartridge eluting with MeOH followed by 2M NH3 in MeOH. The methanolic ammonia fractions are combined, concentrated in vacuo and dried under vacuum to afford the title compound; [M+... Reactants: CC(=O)O, CO, CN1CCc2c(N)ccc(Cl)c2CC1. Product: CN1CCc2cccc(N)c2CC1. RXN SMILES: [CH3:15][C:16](=[O:17])[OH:18].[CH3:19][OH:20].[NH2:1][c:2]1[cH:3][cH:4][c:5]([Cl:14])[c:6]2[c:7]1[CH2:8][CH2:9][N:10]([CH3:13])[CH2:11][CH2:12]2>>[NH2:1][c:2]1[cH:3][cH:4][cH:5][c:6]2[c:7]1[CH2:8][CH2:9][N:10]([CH3:13])[CH2:11][CH2:12]2. Reactants: B, C1CCOC1, CSC, CC(NC(C(=O)O)C1CC1)c1ccccc1. Product: CC(NC(CO)C1CC1)c1ccccc1. RXN SMILES: [BH3:20].[CH2:21]1[O:22][CH2:23][CH2:24][CH2:25]1.[CH3:17][S:18][CH3:19].[CH:1]1([CH:4]([C:5](=[O:6])[OH:7])[NH:8][CH:9]([CH3:10])[c:11]2[cH:12][cH:13][cH:14][cH:15][cH:16]2)[CH2:2][CH2:3]1>>[CH:1]1([CH:4]([CH2:5][OH:6])[NH:8][CH:9]([CH3:10])[c:11]2[cH:12][cH:13][cH:14][cH:15][cH:16]2)[CH2:2][CH2:3]1. Starting materials: C(C)(=O)C1=CSC=C1 (3-Acetylthiopene), [S] (sulfur), N1CCOCC1 (morpholine), resultant product. The solvent is [OH-].[Na+] (sodium hydroxide). Yields the product C=1SC=C2C=NC=CC21 (thieno[3,4-c]pyridine), acid 19. As a reaction SMILES: [C:1]([C:4]1[CH:8]=[CH:7][S:6][CH:5]=1)(=O)[CH3:2].[S].[NH:10]1CCOC[CH2:11]1>[OH-].[Na+]>[CH:5]1[S:6][CH:7]=[C:8]2[C:4]=1[CH:1]=[CH:2][N:10]=[CH:11]2 |f:3.4,^3:8|. Procedure: The thieno[3,4-c]pyridine compounds of formula I are prepared as follows: 3-Acetylthiopene 18 is reacted with sulfur in morpholine at reflux temperatures, and the resultant product is hydrolyzed in aqueous sodium hydroxide to give acid 19 (R12 =H) as a solid. Esterification in an alcoholic solvent, such as methanol or ethanol, using sulfuric acid catalysis yields the ester 19 (R11 =CH3 or C2H5). Ester 19 is acetylated with acetyl chloride using a metal halide catalyst, such as tin tetrachloride,...